Dataset: the Open Reaction Database (ORD), a public repository of structured organic reaction records. Task: describe an organic reaction: reactants, conditions, products, and yield Starting materials: C1=CC=CC=2C(C3=C(C=CC21)C=CC=C3)=C3CCNCC3 (4-(5H-dibenzo[a,d]cyclohepten-5-ylidene)piperidine), C(C1=CC=CC=C1)OC(=O)NCC(=O)Cl (N-benzyloxycarbonylglycine chloride). Product: C(C1=CC=CC=C1)OC(=O)NCC(=O)N1CCC(CC1)=C1C2=C(C=CC3=C1C=CC=C3)C=CC=C2 (1-(2-Benzyloxycarbonylaminoacetyl)-4-(5H-dibenzo[a,d]cyclohepten-5-ylidene)piperidine). Yield: 61.0%. As a reaction SMILES: [CH:1]1[C:11]2[CH:10]=[CH:9][C:8]3[CH:12]=[CH:13][CH:14]=[CH:15][C:7]=3[C:6](=[C:16]3[CH2:21][CH2:20][NH:19][CH2:18][CH2:17]3)[C:5]=2[CH:4]=[CH:3][CH:2]=1.[CH2:22]([O:29][C:30]([NH:32][CH2:33][C:34](Cl)=[O:35])=[O:31])[C:23]1[CH:28]=[CH:27][CH:26]=[CH:25][CH:24]=1>>[CH2:22]([O:29][C:30]([NH:32][CH2:33][C:34]([N:19]1[CH2:18][CH2:17][C:16](=[C:6]2[C:7]3[CH:15]=[CH:14][CH:13]=[CH:12][C:8]=3[CH:9]=[CH:10][C:11]3[CH:1]=[CH:2][CH:3]=[CH:4][C:5]2=3)[CH2:21][CH2:20]1)=[O:35])=[O:31])[C:23]1[CH:28]=[CH:27][CH:26]=[CH:25][CH:24]=1. Procedure details: The title compound, a white crystalline, was prepared by acylation of 4-(5H-dibenzo[a,d]cyclohepten-5-ylidene)piperidine with N-benzyloxycarbonylglycine chloride in a similar way as described under Example 19. Yield: 61% As a reaction SMILES: [N:1]([CH2:4][CH:5]([OH:13])[CH2:6][C:7]1[CH:12]=[CH:11][CH:10]=[CH:9][CH:8]=1)=[N+]=[N-].[H][H]>CO.[OH-].[OH-].[Pd+2]>[NH2:1][CH2:4][CH:5]([OH:13])[CH2:6][C:7]1[CH:8]=[CH:9][CH:10]=[CH:11][CH:12]=1 |f:3.4.5|. Yields the product NCC(CC1=CC=CC=C1)O (1-Amino-3-phenyl-propan-2-ol). Procedure details: To a stirring solution of 1-azido-3-phenyl-propan-2-ol (590 mg, 3.4 mmol) in 20 mL methanol under a nitrogen atmosphere was added 10 mg of Pd(OH)2/C (10%). Hydrogen gas was delivered via balloon. The solution was stirred overnight at room temperature. The catalyst was removed by filtering the solution through a bed of celite, and the filtrate was concentrated to give a clear oil under reduced pressure. M+1=152. Reagents/catalysts: [OH-].[OH-].[Pd+2] (Pd(OH)2/C). The solvent is CO (methanol). Starting materials: N(=[N+]=[N-])CC(CC1=CC=CC=C1)O (1-azido-3-phenyl-propan-2-ol), [H][H] (Hydrogen). Run at time 8 hour. Reactants: CC(C)=O, CO, O=C1Cc2cc(Cl)ccc2N1, O=C(Cl)C(Cl)(Cl)Cl, N#CO[K], O=S(=O)(O)O. Product: NC(=O)N1C(=O)Cc2cc(Cl)ccc21. Reaction SMILES: [CH3:28][C:29](=[O:30])[CH3:31].[CH3:32][OH:33].[Cl:12][c:13]1[cH:14][c:15]2[c:19]([cH:20][cH:21]1)[NH:18][C:17](=[O:22])[CH2:16]2.[Cl:5][C:6]([Cl:7])([Cl:8])[C:9]([Cl:10])=[O:11].[K:1][O:2][C:3]#[N:4].[S:23](=[O:24])(=[O:25])([OH:26])[OH:27]>>[O:2]=[C:3]([NH2:4])[N:18]1[C:17](=[O:22])[CH2:16][c:15]2[cH:14][c:13]([Cl:12])[cH:21][cH:20][c:19]21.